Dataset: the Open Reaction Database (ORD), a public repository of structured organic reaction records. Task: describe an organic reaction: reactants, conditions, products, and yield Starting materials: FC1=CC=C(C=C1)CC(=O)C1=CC=C(C=C1)SC (4-fluorophenyl-1-[4-(methylthio)phenyl]ethanone), COC(N(C)C)OC (dimethylformamide dimethylacetal). The solvent is CN(C)C=O (DMF), C(C)(=O)OCC (ethyl acetate). Product: CN(C=C(C(=O)C1=CC=C(C=C1)SC)C1=CC=C(C=C1)F)C (3-(dimethylamino)-2-(4-fluorophenyl)-1-[4-(methylthio)phenyl]prop-2-en-1-one). RXN SMILES: [F:1][C:2]1[CH:7]=[CH:6][C:5]([CH2:8][C:9]([C:11]2[CH:16]=[CH:15][C:14]([S:17][CH3:18])=[CH:13][CH:12]=2)=[O:10])=[CH:4][CH:3]=1.CO[CH:21](OC)[N:22]([CH3:24])[CH3:23]>CN(C=O)C.C(OCC)(=O)C>[CH3:21][N:22]([CH3:24])[CH:23]=[C:8]([C:5]1[CH:6]=[CH:7][C:2]([F:1])=[CH:3][CH:4]=1)[C:9]([C:11]1[CH:16]=[CH:15][C:14]([S:17][CH3:18])=[CH:13][CH:12]=1)=[O:10]. Procedure: 2-(4-Fluorophenyl)-1-[4-(methylthio)phenyl]ethanone from Example 1, Step 1 (17.2 g, 66 mmol) was stirred with 15 mL dimethylformamide dimethylacetal in 80 mL dry DMF at 120° C. for 24 hours under nitrogen. The reaction mixture was cooled, diluted with two volumes of ethyl acetate, and the solution washed successively with water and brine and dried over Na2SO4. The solvent was removed under high vacuum and the resulting brown oil (23.9 g) was used in the next step without further purification.